Dataset: the Open Reaction Database (ORD), a public repository of structured organic reaction records. Task: describe an organic reaction: reactants, conditions, products, and yield Run in C(C)O (ethanol). Reactants: C(C)OC(=O)[C@H]1[C@H](CN(CC1)C(=O)OC(C)(C)C)N[C@H](C)C1=CC=CC=C1 ((3R,4R)-3-[(R)-1-phenyl-ethylamino]-piperidine-1,4-dicarboxylic acid 1-tert-butyl ester 4-ethyl ester), C([O-])([O-])=O.[K+].[K+] (Potassium carbonate). Reported procedure: In a dry flask (3R,4R)-3-[(R)-1-phenyl-ethylamino]-piperidine-1,4-dicarboxylic acid 1-tert-butyl ester 4-ethyl ester (31.32 g, 83.0 mmol) was dissolved in ethanol (400 mL). Potassium carbonate (68.72 g) was added and the mixture was refluxed for 6 hours. The reaction mixture was cooled, filtered through a bed of celite, and concentrated in vacuo to give a crude oil. Purification by flash column chromatography (20-50% ethyl acetate/hexanes) provided a colorless oil (4.59 g, 15%). Unepimerized est... Reaction SMILES: [CH2:1]([O:3][C:4]([C@@H:6]1[CH2:11][CH2:10][N:9]([C:12]([O:14][C:15]([CH3:18])([CH3:17])[CH3:16])=[O:13])[CH2:8][C@@H:7]1[NH:19][C@@H:20]([C:22]1[CH:27]=[CH:26][CH:25]=[CH:24][CH:23]=1)[CH3:21])=[O:5])[CH3:2].C(=O)([O-])[O-].[K+].[K+]>C(O)C>[CH2:1]([O:3][C:4]([C@H:6]1[CH2:11][CH2:10][N:9]([C:12]([O:14][C:15]([CH3:16])([CH3:17])[CH3:18])=[O:13])[CH2:8][C@@H:7]1[NH:19][CH:20]([C:22]1[CH:23]=[CH:24][CH:25]=[CH:26][CH:27]=1)[CH3:21])=[O:5])[CH3:2] |f:1.2.3|. Product: C(C)OC(=O)[C@@H]1[C@H](CN(CC1)C(=O)OC(C)(C)C)NC(C)C1=CC=CC=C1 ((3R,4S)-3-(1-phenyl-ethylamino)-piperidine-1,4-dicarboxylic acid 1-tert-butyl ester 4-ethyl ester). The yield is 14.7%. Reactants: NC1=NC=CC=C1Br (2-Amino-3-bromopyridine), ClC=1C=CC(=C(C1)B(O)O)C(=O)OCC (5-chloro-2-ethoxycarbonylphenylboronic acid), C1(CCCCC1)P(C1=C(C=CC=C1)C1=C(C=CC=C1OC)OC)C1CCCCC1 (2-dicyclohexylphosphino-2′,6′-dimethoxybiphenyl), C([O-])([O-])=O.[K+].[K+] (potassium carbonate). The reagents and catalysts are C(C)(=O)[O-].[Pd+2].C(C)(=O)[O-] (palladium(II) acetate). Run in O1CCOCC1.O (dioxane H2O). Conditions: temperature 100 celsius, time 8 hour. Yields the product ClC=1C=CC2=C(C(NC3=NC=CC=C23)=O)C1 (8-Chloro-5H-benzo[c][1,8]naphthyridin-6-one). Isolated yield 25.1%. Reaction SMILES: [NH2:1][C:2]1[C:7](Br)=[CH:6][CH:5]=[CH:4][N:3]=1.[Cl:9][C:10]1[CH:11]=[CH:12][C:13](C(OCC)=O)=[C:14](B(O)O)[CH:15]=1.C1(P(C2CCCCC2)C2C=CC=CC=2C2C(OC)=CC=CC=2OC)CCCCC1.[C:53](=[O:56])([O-])[O-].[K+].[K+]>O1CCOCC1.O.C([O-])(=O)C.[Pd+2].C([O-])(=O)C>[Cl:9][C:10]1[CH:15]=[CH:14][C:13]2[C:7]3[C:2](=[N:3][CH:4]=[CH:5][CH:6]=3)[NH:1][C:53](=[O:56])[C:12]=2[CH:11]=1 |f:3.4.5,6.7,8.9.10|. Procedure details: 2-Amino-3-bromopyridine (87 mg, 0.50 mmol), 5-chloro-2-ethoxycarbonylphenylboronic acid (149 mg, 0.65 mmol), palladium(II) acetate (5 mg, 0.02 mmol), 2-dicyclohexylphosphino-2′,6′-dimethoxybiphenyl (16 mg, 0.04 mmol), and potassium carbonate (207 mg, 1.50 mmol) were dissolved in dioxane/H2O (1.65 mL, 10/1, v/v), and stirred overnight at 100° C. The reaction mixture was concentrated, suspended in EtOAc/H2O, and filtered. The precipitate was washed with EtOAc/H2O, and dried under vacuum to provide... Reactants: CC(C)=O, CCOC(=O)CCCCCOc1c(CO)oc(COC(=O)C(C)(C)C)cc1=O. Product: CCOC(=O)CCCCCOc1c(C=O)oc(COC(=O)C(C)(C)C)cc1=O. As a reaction SMILES: [CH3:29][C:30](=[O:31])[CH3:32].[OH:1][CH2:2][c:3]1[o:4][c:5]([CH2:21][O:22][C:23]([C:24]([CH3:25])([CH3:26])[CH3:27])=[O:28])[cH:6][c:7](=[O:20])[c:8]1[O:9][CH2:10][CH2:11][CH2:12][CH2:13][CH2:14][C:15](=[O:16])[O:17][CH2:18][CH3:19]>>[O:1]=[CH:2][c:3]1[o:4][c:5]([CH2:21][O:22][C:23]([C:24]([CH3:25])([CH3:26])[CH3:27])=[O:28])[cH:6][c:7](=[O:20])[c:8]1[O:9][CH2:10][CH2:11][CH2:12][CH2:13][CH2:14][C:15](=[O:16])[O:17][CH2:18][CH3:19]. As a reaction SMILES: CS(Cl)(=O)=O.[O:6]1[CH2:11][CH2:10][CH2:9][CH2:8][CH:7]1[O:12][CH2:13][CH2:14][CH2:15][CH2:16]C#CCO.Cl.[Br:22]CC#CCCCCOC1CCCCO1>N1C=CC=CC=1>[O:6]1[CH2:11][CH2:10][CH2:9][CH2:8][CH:7]1[O:12][CH2:13][CH2:14][CH2:15][CH2:16][Br:22]. Solvent: N1=CC=CC=C1 (pyridine). Reactants: CS(=O)(=O)Cl (Methanesulfonyl chloride), ice water, BrCC#CCCCCOC1OCCCC1 (1-bromo-7-tetrahydropyranyloxyhept-2-yne), O1C(CCCC1)OCCCCC#CCO (7-tetrahydropyranyloxyhept-2-yne-1-ol), Cl (hydrochloric acid). Reaction conditions: temperature -20 celsius, time 1 hour. Yields the product O1C(CCCC1)OCCCCBr (1-Tetrahydropyranyloxy-4-bromobutane). Procedure details: Methanesulfonyl chloride (20.3 ml.) is added slowly with stirring to a solution of 7-tetrahydropyranyloxyhept-2-yne-1-ol (52.5 g.) in 400 ml. of pyridine at -20° C. The mixture is stirred one hour at -20° C., and then is poured into a stirred mixture of 3-normal hydrochloric acid (1727 ml.) and 2,540 ml. of ice water. This mixture is extracted with diethyl ether. The extract is washed with cold one normal hydrochloric acid and then with saturated aqueous sodium chloride solution, dried, and evap... Reactants: C(C)(C)(C)SCC(C(=O)OCC)=O (ethyl 3-(t-butylthio)-2-oxopropanoate), Cl.ClC1=CC=C(CN(N)C2=CC=C(C=C2)OCC=C)C=C1 (1-(4-chlorobenzyl)-1-(4-allyloxyphenyl)hydrazine hydrochloride), CC(=O)[O-].[Na+] (NaOAc). Solvent: C1(=CC=CC=C1)C (toluene), CC(=O)O (HOAc). Conditions: time 2 hour. The product is ClC1=CC=C(CN2C(=C(C3=CC(=CC=C23)OCC=C)SC(C)(C)C)C(=O)OCC)C=C1 (Ethyl [1-(4-chlorobenzyl)-3-t-butylthio-5-allyloxyindol-2-yl]carboxylate). RXN SMILES: [C:1]([S:5][CH2:6][C:7](=O)[C:8]([O:10][CH2:11][CH3:12])=[O:9])([CH3:4])([CH3:3])[CH3:2].Cl.[Cl:15][C:16]1[CH:34]=[CH:33][C:19]([CH2:20][N:21]([C:23]2[CH:28]=[CH:27][C:26]([O:29][CH2:30][CH:31]=[CH2:32])=[CH:25][CH:24]=2)N)=[CH:18][CH:17]=1.CC([O-])=O.[Na+]>C1(C)C=CC=CC=1.CC(O)=O>[Cl:15][C:16]1[CH:34]=[CH:33][C:19]([CH2:20][N:21]2[C:23]3[C:24](=[CH:25][C:26]([O:29][CH2:30][CH:31]=[CH2:32])=[CH:27][CH:28]=3)[C:6]([S:5][C:1]([CH3:4])([CH3:3])[CH3:2])=[C:7]2[C:8]([O:10][CH2:11][CH3:12])=[O:9])=[CH:18][CH:17]=1 |f:1.2,3.4|. Reported procedure: A solution of ethyl 3-(t-butylthio)-2-oxopropanoate (18.6 g), 1-(4-chlorobenzyl)-1-(4-allyloxyphenyl)hydrazine hydrochloride (26.3 g), and NaOAc (15 g) in 300 mL toluene and 150 mL HOAc was stirred at room temperature under nitrogen for 16 hours then at 70° C. for 2 hours. The mixture was cooled, poured onto H2O, extracted (3×) with EtOAc and, the organic layers then washed successively with sat'd. NaHCO3 and brine. After drying over MgSO4, the solution was filtered and evaporated, and the resid... The reactants are Brc1cc(Nc2cnc3ccccc3c2)nc(N2CCOCC2)n1, CC1(C)OB(c2cnc(N)cc2F)OC1(C)C, [Na+], [Na+], O=C([O-])[O-], C1COCCO1. Product: Nc1cc(F)c(-c2cc(Nc3cnc4ccccc4c3)nc(N3CCOCC3)n2)cn1. As a reaction SMILES: [Br:24][c:25]1[cH:26][c:27]([NH:37][c:38]2[cH:39][n:40][c:41]3[cH:42][cH:43][cH:44][cH:45][c:46]3[cH:47]2)[n:28][c:29]([N:31]2[CH2:32][CH2:33][O:34][CH2:35][CH2:36]2)[n:30]1.[F:1][c:2]1[cH:3][c:4]([NH2:17])[n:5][cH:6][c:7]1[B:8]1[O:9][C:10]([CH3:11])([CH3:12])[C:13]([CH3:14])([CH3:15])[O:16]1.[Na+:48].[Na+:49].[O-:50][C:51](=[O:52])[O-:53].[O:18]1[CH2:19][CH2:20][O:21][CH2:22][CH2:23]1>>[F:1][c:2]1[cH:3][c:4]([NH2:17])[n:5][cH:6][c:7]1-[c:25]1[cH:26][c:27]([NH:37][c:38]2[cH:39][n:40][c:41]3[cH:42][cH:43][cH:44][cH:45][c:46]3[cH:47]2)[n:28][c:29]([N:31]2[CH2:32][CH2:33][O:34][CH2:35][CH2:36]2)[n:30]1. Starting materials: C#CC(C)(C)Oc1ccc(S(C)(=O)=O)cc1, Clc1ccccc1Cl. The product is CC1(C)C=Cc2cc(S(C)(=O)=O)ccc2O1. As a reaction SMILES: [CH3:1][C:2]([C:3]#[CH:4])([CH3:5])[O:6][c:7]1[cH:8][cH:9][c:10]([S:13](=[O:14])(=[O:15])[CH3:16])[cH:11][cH:12]1.[Cl:17][c:18]1[c:19]([Cl:20])[cH:21][cH:22][cH:23][cH:24]1>>[CH3:1][C:2]1([CH3:5])[CH:3]=[CH:4][c:8]2[c:7]([cH:12][cH:11][c:10]([S:13](=[O:14])(=[O:15])[CH3:16])[cH:9]2)[O:6]1. Reactants: C12NCCC(CCC1)C2 (2-azabicyclo[3.3.1]nonane), C(C=C)Br (allylbromide), C([O-])([O-])=O.[K+].[K+] (potassium carbonate), CCOCC (Ether). The solvent is C(OC)COC (dimethoxyethane). Yields the product C(C=C)N1C2CCCC(CC1)C2 (2-allyl-2-azabicyclo[3.3.1]nonane). Isolated yield 50.7%. Reaction SMILES: [CH:1]12[CH2:9][CH:5]([CH2:6][CH2:7][CH2:8]1)[CH2:4][CH2:3][NH:2]2.[CH2:10](Br)[CH:11]=[CH2:12].C(=O)([O-])[O-].[K+].[K+].CCOCC>C(COC)OC>[CH2:12]([N:2]1[CH2:3][CH2:4][CH:5]2[CH2:9][CH:1]1[CH2:8][CH2:7][CH2:6]2)[CH:11]=[CH2:10] |f:2.3.4|. Procedure: To a solution (6.5 ml) of 2-azabicyclo[3.3.1]nonane (100 mg, 0.62 mmol) in dimethoxyethane were added allylbromide (105 mg, 0.87 mmol) and potassium carbonate (94 mg, 0.68 mmol) and the mixture was heated at reflux temperature for 3.5 hours. Ether (10 ml) was added to the reaction mixture, followed by filtration and removal of the solvent, and the residue was purified with silica gel column chromatography (chloroform-methanol-triethylamine=100:9:1), to obtain 2-allyl-2-azabicyclo[3.3.1]nonane (5... The reactants are Cc1ccccc1, Nc1cc(Cl)cc(Cl)c1, CCC(=O)CC(=O)OC, O, O, Cc1ccc(S(=O)(=O)O)cc1. Yields the product CCC(=CC(=O)OC)Nc1cc(Cl)cc(Cl)c1. RXN SMILES: [CH3:19][c:20]1[cH:21][cH:22][cH:23][cH:24][cH:25]1.[NH2:1][c:2]1[cH:3][c:4]([Cl:5])[cH:6][c:7]([Cl:8])[cH:9]1.[O:10]=[C:11]([CH2:12][C:13](=[O:14])[O:15][CH3:16])[CH2:17][CH3:18].[OH2:26].[OH2:38].[c:27]1([CH3:28])[cH:29][cH:30][c:31]([S:32]([OH:33])(=[O:34])=[O:35])[cH:36][cH:37]1>>[NH:1]([c:2]1[cH:3][c:4]([Cl:5])[cH:6][c:7]([Cl:8])[cH:9]1)[C:11](=[CH:12][C:13](=[O:14])[O:15][CH3:16])[CH2:17][CH3:18].